From a dataset of the Open Reaction Database (ORD), a public repository of structured organic reaction records. describe an organic reaction: reactants, conditions, products, and yield Reactants: CSC=1N=C(C2=C(N1)C=CNC2=O)NC2=CC(=CC=C2)C(F)(F)F (2-(methylthio)-4-(3-(trifluoromethyl)phenylamino)pyrido[4,3-d]pyrimidin-5(6H)-one), BrN1C(CCC1=O)=O (N-bromosuccinimide). Solvent: CN(C)C=O (DMF). Conditions: time 2 hour. The product is BrC1=CNC(C2=C1N=C(N=C2NC2=CC(=CC=C2)C(F)(F)F)SC)=O (8-bromo-2-(methylthio)-4-(3-(trifluoromethyl)phenylamino)pyrido[4,3-d]pyrimidin-5(6H)-one). As a reaction SMILES: [CH3:1][S:2][C:3]1[N:4]=[C:5]([NH:14][C:15]2[CH:20]=[CH:19][CH:18]=[C:17]([C:21]([F:24])([F:23])[F:22])[CH:16]=2)[C:6]2[C:12](=[O:13])[NH:11][CH:10]=[CH:9][C:7]=2[N:8]=1.[Br:25]N1C(=O)CCC1=O>CN(C=O)C>[Br:25][C:9]1[C:7]2[N:8]=[C:3]([S:2][CH3:1])[N:4]=[C:5]([NH:14][C:15]3[CH:20]=[CH:19][CH:18]=[C:17]([C:21]([F:22])([F:24])[F:23])[CH:16]=3)[C:6]=2[C:12](=[O:13])[NH:11][CH:10]=1. Reported procedure: A 20 mL reaction vessel was charged with 2-(methylthio)-4-(3-(trifluoromethyl)phenylamino)pyrido[4,3-d]pyrimidin-5(6H)-one (135 mg, 0.38 mmol), and N-bromosuccinimide (68 mg, 0.38 mmol) in 7 mL dry DMF. The reaction mixture was stirred at room temperature for 2 hours. The solvent was removed under reduced pressuring yielding yellow residue. The residue was recrystallized from acetonitrile providing yellow solid (100 mg, 74%). MS m/z: 431, 433 (M+H)+. The reactants are [OH-].[Na+] (NaOH), S(=O)(=O)(C1=CC=C(C)C=C1)Cl (TsCl), ClC=1C(=C2C=CNC2=C(C1)C)COC1OCCCC1 ((±)-5-chloro-7-methyl-4-(((tetrahydro-2H-pyran-2-yl)oxy)methyl)-1H-indole), [OH-].[Na+] (NaOH), S(=O)(=O)(C1=CC=C(C)C=C1)Cl (TsCl). Reagents/catalysts: [Cl-].C(C)[N+](CC1=CC=CC=C1)(CC)CC (triethylbenzylammonium chloride). Solvent: O (H2O), C(Cl)Cl (CH2Cl2), C(Cl)Cl (CH2Cl2). Run at time 17 hour. Product: ClC=1C(=C2C=CN(C2=C(C1)C)S(=O)(=O)C1=CC=C(C)C=C1)COC1OCCCC1 ((±)-5-Chloro-7-methyl-4-(((tetrahydro-2H-pyran-2-yl)oxy)methyl)-1-tosyl-1H-indole). RXN SMILES: [Cl:1][C:2]1[C:3]([CH2:12][O:13][CH:14]2[CH2:19][CH2:18][CH2:17][CH2:16][O:15]2)=[C:4]2[C:8](=[C:9]([CH3:11])[CH:10]=1)[NH:7][CH:6]=[CH:5]2.[OH-].[Na+].[S:22](Cl)([C:25]1[CH:31]=[CH:30][C:28]([CH3:29])=[CH:27][CH:26]=1)(=[O:24])=[O:23]>C(Cl)Cl.[Cl-].C([N+](CC)(CC)CC1C=CC=CC=1)C.O>[Cl:1][C:2]1[C:3]([CH2:12][O:13][CH:14]2[CH2:19][CH2:18][CH2:17][CH2:16][O:15]2)=[C:4]2[C:8](=[C:9]([CH3:11])[CH:10]=1)[N:7]([S:22]([C:25]1[CH:31]=[CH:30][C:28]([CH3:29])=[CH:27][CH:26]=1)(=[O:24])=[O:23])[CH:6]=[CH:5]2 |f:1.2,5.6|. Procedure: To a solution of (±)-5-chloro-7-methyl-4-(((tetrahydro-2H-pyran-2-yl)oxy)methyl)-1H-indole (8.95 g, 32 mmol) in CH2Cl2 (150 mL), at 0° C. was added NaOH (2.56 g, 64.0 mmol), followed by triethylbenzylammonium chloride (0.729 g, 3.20 mmol) and TsCl (12.20 g, 64.0 mmol). The mixture was then stirred at room temperature. After 17 h, additional NaOH (1.28 g, 32.0 mmol), and TsCl (6.10 g, 32.0 mmol) were added. The mixture was stirred at room temperature for 1.5 h. The reaction mixture was diluted wi... Starting materials: C(C)NC(=O)NC1=CC=C(C=C1)C=1N=C(C2=C(N1)CNCC2)N2CCOCC2 (1-Ethyl-3-(4-(4-morpholino-5,6,7,8-tetrahydropyrido[3,4-d]pyrimidin-2-yl)phenyl)urea), C(C)N=C=O (ethyl isocyanate). Product: C(C)NC(=O)N1CC=2N=C(N=C(C2CC1)N1CCOCC1)C1=CC=C(C=C1)NC(=O)NCC (N-ethyl-2-(4-(3-ethylureido)phenyl)-4-morpholino-5,6-dihydropyrido[3,4-d]pyrimidine-7(8H)-carboxamide). As a reaction SMILES: [CH2:1]([NH:3][C:4]([NH:6][C:7]1[CH:12]=[CH:11][C:10]([C:13]2[N:14]=[C:15]([N:23]3[CH2:28][CH2:27][O:26][CH2:25][CH2:24]3)[C:16]3[CH2:22][CH2:21][NH:20][CH2:19][C:17]=3[N:18]=2)=[CH:9][CH:8]=1)=[O:5])[CH3:2].[CH2:29]([N:31]=[C:32]=[O:33])[CH3:30]>>[CH2:29]([NH:31][C:32]([N:20]1[CH2:21][CH2:22][C:16]2[C:15]([N:23]3[CH2:24][CH2:25][O:26][CH2:27][CH2:28]3)=[N:14][C:13]([C:10]3[CH:9]=[CH:8][C:7]([NH:6][C:4]([NH:3][CH2:1][CH3:2])=[O:5])=[CH:12][CH:11]=3)=[N:18][C:17]=2[CH2:19]1)=[O:33])[CH3:30]. Reported procedure: Method as example 33 using 1-Ethyl-3-(4-(4-morpholino-5,6,7,8-tetrahydropyrido[3,4-d]pyrimidin-2-yl)phenyl)urea (example 82) and ethyl isocyanate as starting materials. The reactants are ClCC(OC)OC (2-Chloro-1,1-dimethoxyethane), CC(C)(CC(C)(S)C)S (2,4-dimethyl-2,4-pentanedithiol), C=1(C(=CC=CC1)S(=O)(=O)O)C (Toluene sulfonic acid). Product: ClCC1SC(CC(S1)(C)C)(C)C (2-chloromethyl-4,4,6,6-tetramethyl-1,3-dithiane). RXN SMILES: [Cl:1][CH2:2][CH:3](OC)OC.[CH3:8][C:9]([SH:16])([CH2:11][C:12]([CH3:15])([SH:14])[CH3:13])[CH3:10].C1(C)C(S(O)(=O)=O)=CC=CC=1>>[Cl:1][CH2:2][CH:3]1[S:16][C:9]([CH3:10])([CH3:8])[CH2:11][C:12]([CH3:15])([CH3:13])[S:14]1. Procedure: 2-Chloro-1,1-dimethoxyethane (0.1 mole) and 2,4-dimethyl-2,4-pentanedithiol (0.1 mole) are charged into a glass reaction vessel fitted with a mechanical stirrer, thermometer, Dean Stark trap and reflux condenser. Toluene sulfonic acid (0.1 grams) is added and the reaction mixture is heated and thiol removed. When the thiol evolution ceases, the reaction mixture is then cooled to room temperature, treated with sodium carbonate (5 grams) and filtered. Volatiles are stripped from the filtrate using...